Dataset: the Open Reaction Database (ORD), a public repository of structured organic reaction records. Task: describe an organic reaction: reactants, conditions, products, and yield Starting materials: O=C([O-])O, C1CCOC1, COCOc1ccc(-c2ccc3cnn(S(=O)(=O)c4c(C)cc(C)cc4C)c3c2)cc1OC, CO, Cl, [Na+], [Na+], [OH-]. The product is COCOc1ccc(-c2ccc3cn[nH]c3c2)cc1OC. Reaction SMILES: [C:37](=[O:38])([OH:39])[O-:40].[CH2:42]1[O:43][CH2:44][CH2:45][CH2:46]1.[CH3:1][O:2][c:3]1[cH:4][c:5](-[c:13]2[cH:14][cH:15][c:16]3[cH:17][n:18][n:19]([S:22]([c:23]4[c:24]([CH3:25])[cH:26][c:27]([CH3:28])[cH:29][c:30]4[CH3:31])(=[O:32])=[O:33])[c:20]3[cH:21]2)[cH:6][cH:7][c:8]1[O:9][CH2:10][O:11][CH3:12].[CH3:47][OH:48].[ClH:36].[Na+:35].[Na+:41].[OH-:34]>>[CH3:1][O:2][c:3]1[cH:4][c:5](-[c:13]2[cH:14][cH:15][c:16]3[cH:17][n:18][nH:19][c:20]3[cH:21]2)[cH:6][cH:7][c:8]1[O:9][CH2:10][O:11][CH3:12]. Reactants: Cl.NO (Hydroxylamine hydrochloride), COC=1C(=C(C=O)C=CC1)C (3-methoxy-2-methylbenzaldehyde), [OH-].[Na+] (sodium hydroxide). The solvent is C(=O)O (formic acid). Product: COC=1C(=C(C#N)C=CC1)C (Methoxy-2-methylbenzonitrile). Isolated yield 80.0%. As a reaction SMILES: Cl.[NH2:2]O.[CH3:4][O:5][C:6]1[C:7]([CH3:14])=[C:8]([CH:11]=[CH:12][CH:13]=1)[CH:9]=O.[OH-].[Na+]>C(O)=O>[CH3:4][O:5][C:6]1[C:7]([CH3:14])=[C:8]([CH:11]=[CH:12][CH:13]=1)[C:9]#[N:2] |f:0.1,3.4|. Procedure: Hydroxylamine hydrochloride (0.75 g, 11 mmol) was added to 3-methoxy-2-methylbenzaldehyde (1.25 g, 8.32 mmol) in formic acid (89-91%) (10 ml), and the mixture heated to reflux for 40 min., cooled, diluted with ice-cold water, basified with 10% aqueous sodium hydroxide solution and extracted with diethyl ether. The organic extract was washed with saturated aqueous sodium chloride (50 ml), dried over magnesium sulphate and evaporated. The residue was purified by flash chromatography over silica ge... Starting materials: Cl (hydrochloric acid), SC1=CC=C(C=C1)O (4-mercaptophenol), C([O-])([O-])=O.[K+].[K+] (potassium carbonate), BrCCN1C(C=2C(C1=O)=CC=CC2)=O (N-(2-bromoethyl)phthalimide). Solvent: CN(C=O)C (N,N-dimethylformamide), CN(C=O)C (N,N-dimethylformamide). Run at time 16 hour. Yields the product OC1=CC=C(C=C1)SCCN1C(C=2C(C1=O)=CC=CC2)=O (N-[2-(4-hydroxyphenylthio)ethyl]phthalimide). Isolated yield 101.5%. As a reaction SMILES: [SH:1][C:2]1[CH:7]=[CH:6][C:5]([OH:8])=[CH:4][CH:3]=1.C(=O)([O-])[O-].[K+].[K+].Br[CH2:16][CH2:17][N:18]1[C:22](=[O:23])[C:21]2=[CH:24][CH:25]=[CH:26][CH:27]=[C:20]2[C:19]1=[O:28].Cl>CN(C)C=O>[OH:8][C:5]1[CH:6]=[CH:7][C:2]([S:1][CH2:16][CH2:17][N:18]2[C:22](=[O:23])[C:21]3=[CH:24][CH:25]=[CH:26][CH:27]=[C:20]3[C:19]2=[O:28])=[CH:3][CH:4]=1 |f:1.2.3|. Procedure: To a mixture of 4-mercaptophenol (3.78 g), potassium carbonate (8.2 g) and N,N-dimethylformamide (40 ml) was added dropwise under ice cooling a solution of N-(2-bromoethyl)phthalimide (7.62 g) in N,N-dimethylformamide (50 ml). The reaction mixture was stirred at room temperature for 16 hours and poured into 3% hydrochloric acid (220 ml), and the resulting crystals were collected by filtration and dried to give N-[2-(4-hydroxyphenylthio)ethyl]phthalimide (9.1 g). Reactants: COC=1C=C(CO)C=CC1[N+](=O)[O-] (3-methoxy-4-nitrobenzyl alcohol), CC1=C(C=CC=C1)N=C=O (2-methylphenyl isocyanate). Reagents/catalysts: [Pd] (palladium/carbon). The solvent is C(C)(C)(C)OC (methyl tert-butyl ether). Reaction conditions: time 30 minute. Product: CC1=C(C=CC=C1)NC(NC1=C(C=C(CO)C=C1)OC)=O (4-(3-(2-Methylphenyl)ureido)-3-methoxybenzyl Alcohol). Reaction SMILES: [CH3:1][O:2][C:3]1[CH:4]=[C:5]([CH:8]=[CH:9][C:10]=1[N+:11]([O-])=O)[CH2:6][OH:7].[CH3:14][C:15]1[CH:20]=[CH:19][CH:18]=[CH:17][C:16]=1[N:21]=[C:22]=[O:23]>C(OC)(C)(C)C.[Pd]>[CH3:14][C:15]1[CH:20]=[CH:19][CH:18]=[CH:17][C:16]=1[NH:21][C:22](=[O:23])[NH:11][C:10]1[CH:9]=[CH:8][C:5]([CH2:6][OH:7])=[CH:4][C:3]=1[O:2][CH3:1]. Reported procedure: 15 g (81.8 mmol) of 3-methoxy-4-nitrobenzyl alcohol were hydrogenated over 1.3 g of palladium/carbon (10% strength; 50% water) in 500 mL of methyl tert-butyl ether with ice cooling. After the absorption of hydrogen was complete, the catalyst was filtered off and 10.14 mL (81.8 mmol) of 2-methylphenyl isocyanate were added to the filtrate with stirring in the course of 30 minutes. The reaction mixture was allowed to stand overnight, and the precipitated solid was filtered off with suction and was... Yields the product C=C1CCC(c2ccccc2)CC1. Reactants: ClCCl, O=C1CCC(c2ccccc2)CC1. RXN SMILES: [Cl:14][CH2:15][Cl:16].[c:1]1([CH:7]2[CH2:8][CH2:9][C:10](=[O:13])[CH2:11][CH2:12]2)[cH:2][cH:3][cH:4][cH:5][cH:6]1>>[c:1]1([CH:7]2[CH2:8][CH2:9][C:10](=[CH2:15])[CH2:11][CH2:12]2)[cH:2][cH:3][cH:4][cH:5][cH:6]1. Reactants: C(C)(=O)OC=1C=C(C=C2N3CC4N(C4C(C(C12)COC(N)=O)(O3)OC(C)=O)C(C)=O)C=O (11-Acetyl-4-formyl-8-carbamoyloxymethyl-14-oxa-1,11-diazatetracyclo[7.4.1.02,7.010,12 ]tetradeca-2,4,6-trien-6,9-diyl diacetate). The reagents and catalysts are [Pd] (palladium on carbon). Solvent: C(C)(=O)OCC (ethyl acetate). Reaction conditions: time 2 hour. Product: C(C)(=O)OC=1C=C(C=C2N3CC4N(C4C(C(C12)COC(N)=O)(O3)OC(C)=O)C(C)=O)CO (11-acetyl-8-carbamoyloxymethyl-4-hydroxymethyl-14-oxa-1,11-diazatetracyclo[7.4.1.02,7.010,12 ]tetradeca-2,4,6-trien-6,9-diyl diacetate). Isolated yield 84.6%. Reaction SMILES: [C:1]([O:4][C:5]1[CH:6]=[C:7]([CH:31]=[O:32])[CH:8]=[C:9]2[C:17]=1[CH:16]([CH2:18][O:19][C:20](=[O:22])[NH2:21])[C:15]1([O:24][C:25](=[O:27])[CH3:26])[O:23][N:10]2[CH2:11][CH:12]2[CH:14]1[N:13]2[C:28](=[O:30])[CH3:29])(=[O:3])[CH3:2]>C(OCC)(=O)C.[Pd]>[C:1]([O:4][C:5]1[CH:6]=[C:7]([CH2:31][OH:32])[CH:8]=[C:9]2[C:17]=1[CH:16]([CH2:18][O:19][C:20](=[O:22])[NH2:21])[C:15]1([O:24][C:25](=[O:27])[CH3:26])[O:23][N:10]2[CH2:11][CH:12]2[CH:14]1[N:13]2[C:28](=[O:30])[CH3:29])(=[O:3])[CH3:2]. Procedure details: 11-Acetyl-4-formyl-8-carbamoyloxymethyl-14-oxa-1,11-diazatetracyclo[7.4.1.02,7.010,12 ]tetradeca-2,4,6-trien-6,9-diyl diacetate (20 mg) was dissolved in ethyl acetate (5 ml) and the solution was subjected to catalytic reduction for 2 hours using 10% palladium on carbon under atmospheric pressure at room temperature. The reaction mixture was filtered and the filtrate was evaporated to dryness in vacuo. The residual oil was subjected to preparative thin layer chromatography, which was developed wi...